Dataset: the Open Reaction Database (ORD), a public repository of structured organic reaction records. Task: describe an organic reaction: reactants, conditions, products, and yield Reactants: N1CC(CC1)N1C2=C(CCCC1)C=C(C=C2)NC(=N)C=2SC=CC2 (N-(1-(Pyrrolidin-3-yl)-2,3,4,5-tetrahydro-1H-benzo[b]azepin-7-yl)thiophene-2-carboximidamide), ( 20 ), ( 24 ), CN(C(OC(C)(C)C)=O)C1CCC(CC1)N1CCCC2=CC(=CC=C12)NC(=N)C=1SC=CC1 (tert-Butyl methyl(4-(6-(thiophene-2-carboximidamido-)-3,4-dihydroquinolin-1(2H)-yl)cyclohexyl)carbamate), ( 100 ), ( 20 ). Run in CO (methanol), Cl (HCl). Product: CNC1CCC(CC1)N1CCCC2=CC(=CC=C12)NC(=N)C=1SC=CC1 (N-(1-(4-(methylamino)cyclohexyl)-1,2,3,4-tetrahydroquinolin-6-yl)thiophene-2-carboximidamide). The yield is 79.0%. Reaction SMILES: [CH3:1][N:2]([CH:10]1[CH2:15][CH2:14][CH:13]([N:16]2[C:25]3[C:20](=[CH:21][C:22]([NH:26][C:27]([C:29]4[S:30][CH:31]=[CH:32][CH:33]=4)=[NH:28])=[CH:23][CH:24]=3)[CH2:19][CH2:18][CH2:17]2)[CH2:12][CH2:11]1)C(=O)OC(C)(C)C.N1CCC(N2CCCCC3C=C(NC(C4SC=CC=4)=N)C=CC2=3)C1>CO.Cl>[CH3:1][NH:2][CH:10]1[CH2:11][CH2:12][CH:13]([N:16]2[C:25]3[C:20](=[CH:21][C:22]([NH:26][C:27]([C:29]4[S:30][CH:31]=[CH:32][CH:33]=4)=[NH:28])=[CH:23][CH:24]=3)[CH2:19][CH2:18][CH2:17]2)[CH2:14][CH2:15]1. Procedure: A solution of compound 11 (250 mg, 0.533 mmol) in methanol (10 mL) and 1M HCl (10 mL) was refluxed for 30 minutes and then concentrated. The residue was partitioned between 3N NaOH (50 mL) and CH2Cl2 (25 mL) and the product was extracted into CH2Cl2 (2×25 mL). The combined organic layers were dried (Na2SO4) and concentrated. This residue was subjected to flash chromatography on silica gel: 2% MeOH: 98% CH2Cl2 followed by 2.5% 2M ammonia in methanol; 97.5% CH2Cl2 to give a yellow-brown solid. (15... Reported procedure: Hydrogen chloride was bubbled into a gently boiling solution of the known 3-(2-hydroxybenzoyl)propionic acid (10 g, 0.05 mole) in dry methanol (20 ml) until esterification was complete. The solution was poured into ice-water and the ester extracted into dichloromethane. The organic solution was washed with water and evaporated to give methyl 3-(2-hydroxybenzoyl)propionate (10.55 g, 98%) as a pale yellow oil. Yields the product OC1=C(C(=O)CCC(=O)OC)C=CC=C1 (methyl 3-(2-hydroxybenzoyl)propionate). RXN SMILES: Cl.[OH:2][C:3]1[CH:15]=[CH:14][CH:13]=[CH:12][C:4]=1[C:5]([CH2:7][CH2:8][C:9]([OH:11])=[O:10])=[O:6].[CH3:16]O>>[OH:2][C:3]1[CH:15]=[CH:14][CH:13]=[CH:12][C:4]=1[C:5]([CH2:7][CH2:8][C:9]([O:11][CH3:16])=[O:10])=[O:6]. The yield is 98.0%. The reactants are Cl (Hydrogen chloride), OC1=C(C(=O)CCC(=O)O)C=CC=C1 (3-(2-hydroxybenzoyl)propionic acid), CO (methanol), ice water. Reactants: CC(=O)N1CCc2cc(C(=O)C(C)Br)ccc21, CC[SiH](CC)CC, O=C(O)C(F)(F)F. Yields the product CC(=O)N1CCc2cc(CC(C)Br)ccc21. Reaction SMILES: [C:1]([CH3:2])(=[O:3])[N:4]1[CH2:5][CH2:6][c:7]2[cH:8][c:9]([C:13]([CH:14]([CH3:15])[Br:16])=[O:17])[cH:10][cH:11][c:12]21.[CH2:18]([SiH:19]([CH2:20][CH3:21])[CH2:22][CH3:23])[CH3:24].[OH:25][C:26]([C:27]([F:28])([F:29])[F:30])=[O:31]>>[C:1]([CH3:2])(=[O:3])[N:4]1[CH2:5][CH2:6][c:7]2[cH:8][c:9]([CH2:13][CH:14]([CH3:15])[Br:16])[cH:10][cH:11][c:12]21. Starting materials: COC=1C=C(CC2NCCC3=CC(=CC=C23)OC)C=CC1OC (1-(3,4-dimethoxy-benzyl)-6-methoxy-1,2,3,4-tetrahydroisoquinoline), BrCC(=O)Br (2-bromoacetyl bromide), COC1=CC=C(CN)C=C1 (4-methoxybenzylamine). The product is COC=1C=C(CC2N(CCC3=CC(=CC=C23)OC)CC(=O)NCC2=CC=C(C=C2)OC)C=CC1OC (2-[1-(3,4-Dimethoxy-benzyl)-6-methoxy-3,4-dihydro-1H-isoquinolin-2-yl]-N-(4-methoxy-benzyl)-acetamide). RXN SMILES: [CH3:1][O:2][C:3]1[CH:4]=[C:5]([CH:19]=[CH:20][C:21]=1[O:22][CH3:23])[CH2:6][CH:7]1[C:16]2[C:11](=[CH:12][C:13]([O:17][CH3:18])=[CH:14][CH:15]=2)[CH2:10][CH2:9][NH:8]1.Br[CH2:25][C:26](Br)=[O:27].[CH3:29][O:30][C:31]1[CH:38]=[CH:37][C:34]([CH2:35][NH2:36])=[CH:33][CH:32]=1>>[CH3:1][O:2][C:3]1[CH:4]=[C:5]([CH:19]=[CH:20][C:21]=1[O:22][CH3:23])[CH2:6][CH:7]1[C:16]2[C:11](=[CH:12][C:13]([O:17][CH3:18])=[CH:14][CH:15]=2)[CH2:10][CH2:9][N:8]1[CH2:25][C:26]([NH:36][CH2:35][C:34]1[CH:37]=[CH:38][C:31]([O:30][CH3:29])=[CH:32][CH:33]=1)=[O:27]. Procedure details: prepared by reaction of 1-(3,4-dimethoxy-benzyl)-6-methoxy-1,2,3,4-tetrahydroisoquinoline and 2-bromoacetyl bromide with 4-methoxybenzylamine Reactants: CN(C)c1cc(NC(=O)CBr)c(O)c2c1CC1CC3C(N(C)C)C(O)=C(C(N)=O)C(=O)C3(O)C(O)=C1C2=O, CON, CN1CCCN(C)C1=O, CC#N, Cl. Product: CONCC(=O)Nc1cc(N(C)C)c2c(c1O)C(=O)C1=C(O)C3(O)C(=O)C(C(N)=O)=C(O)C(N(C)C)C3CC1C2. RXN SMILES: [Br:5][CH2:6][C:7](=[O:8])[NH:9][c:10]1[cH:11][c:12]([N:40]([CH3:41])[CH3:42])[c:13]2[c:26]([c:27]1[OH:28])[C:25](=[O:29])[C:24]1=[C:23]([OH:30])[C:22]3([OH:31])[CH:17]([CH2:16][CH:15]1[CH2:14]2)[CH:18]([N:37]([CH3:38])[CH3:39])[C:19]([OH:36])=[C:20]([C:33](=[O:34])[NH2:35])[C:21]3=[O:32].[CH3:2][O:3][NH2:4].[CH3:43][N:44]1[CH2:45][CH2:46][CH2:47][N:48]([CH3:49])[C:50]1=[O:51].[CH3:52][C:53]#[N:54].[ClH:1]>>[CH3:2][O:3][NH:4][CH2:6][C:7](=[O:8])[NH:9][c:10]1[cH:11][c:12]([N:40]([CH3:41])[CH3:42])[c:13]2[c:26]([c:27]1[OH:28])[C:25](=[O:29])[C:24]1=[C:23]([OH:30])[C:22]3([OH:31])[CH:17]([CH2:16][CH:15]1[CH2:14]2)[CH:18]([N:37]([CH3:38])[CH3:39])[C:19]([OH:36])=[C:20]([C:33](=[O:34])[NH2:35])[C:21]3=[O:32]. The reactants are C1=CC=CC=2OC3=C(C21)C=CC=C3 (Dibenzofuran), C1(=CC(=CC=C1)C(=O)Cl)C (m-toluoyl chloride), [Cl-].[Al+3].[Cl-].[Cl-] (aluminum chloride). Solvent: C(=S)=S (carbon disulfide). Product: CC=1C=C(C(=O)C2=CC3=C(OC4=C3C=C(C=C4)C(C4=CC(=CC=C4)C)=O)C=C2)C=CC1 (2,8-Bis(3-methylbenzoyl)dibenzofuran), desired compound. RXN SMILES: [CH:1]1[C:9]2[C:8]3[CH:10]=[CH:11][CH:12]=[CH:13][C:7]=3[O:6][C:5]=2[CH:4]=[CH:3][CH:2]=1.[C:14]1([CH3:23])[CH:19]=[CH:18][CH:17]=[C:16]([C:20](Cl)=[O:21])[CH:15]=1.[Cl-].[Al+3].[Cl-].[Cl-]>C(=S)=S>[CH3:23][C:14]1[CH:15]=[C:16]([CH:17]=[CH:18][CH:19]=1)[C:20]([C:2]1[CH:3]=[CH:4][C:5]2[O:6][C:7]3[CH:13]=[CH:12][C:11]([C:20](=[O:21])[C:16]4[CH:17]=[CH:18][CH:19]=[C:14]([CH3:23])[CH:15]=4)=[CH:10][C:8]=3[C:9]=2[CH:1]=1)=[O:21] |f:2.3.4.5|. Procedure: 2,8-Bis(3-methylbenzoyl)dibenzofuran is prepared according to the procedure of Step 1, Example 1. Dibenzofuran (42 g, 0.25 mole), m-toluoyl chloride (82 g, 0.53 mole), and anhydrous aluminum chloride (73 g, 0.55 mole) are reacted in carbon disulfide (250 ml) for 24 hours at 20°. The desired compound is obtained after recrystallization of the crude product from toluene, yield 22 g (23% of theory), mp 180°-1°. Reactants: CCN(C(C)C)C(C)C, COC(=O)Cl, ClCCl, COC(=O)C1CCNC(c2ccc(F)cc2)C1. The product is COC(=O)C1CCN(C(=O)OC)C(c2ccc(F)cc2)C1. Reaction SMILES: [CH:18]([N:19]([CH2:20][CH3:21])[CH:22]([CH3:23])[CH3:24])([CH3:25])[CH3:26].[Cl:27][C:28](=[O:29])[O:30][CH3:31].[Cl:32][CH2:33][Cl:34].[F:1][c:2]1[cH:3][cH:4][c:5]([CH:8]2[NH:9][CH2:10][CH2:11][CH:12]([C:14](=[O:15])[O:16][CH3:17])[CH2:13]2)[cH:6][cH:7]1>>[F:1][c:2]1[cH:3][cH:4][c:5]([CH:8]2[N:9]([C:28](=[O:29])[O:30][CH3:31])[CH2:10][CH2:11][CH:12]([C:14](=[O:15])[O:16][CH3:17])[CH2:13]2)[cH:6][cH:7]1. The reactants are C(C)(C)C1=C(C(=CC(=C1)C(C)C)C(C)C)C(C(=O)[O-])S(NC1=C(C=CC=C1C(C)C)C(C)C)(=O)=O (2,4,6-triisopropylphenyl(2,6-diisopropylphenylsulfamoyl)acetate), C(C)(C)C1=C(C(=CC(=C1)C(C)C)C(C)C)O (2,4,6-triisopropylphenol), COC1=C(C(=CC(=C1)OC)OC)O (2,4,6-trimethoxyphenol). The product is COC1=C(C(=CC(=C1)OC)OC)OC(CS(NC1=C(C=CC=C1C(C)C)C(C)C)(=O)=O)=O ((2,6-Diisopropylphenylsulfamoyl)-acetic Acid 2,4,6-trimethoxyphenyl Ester). Reaction SMILES: C(C1C=C(C(C)C)C=C(C(C)C)C=1[CH:16]([S:20](=[O:35])(=[O:34])[NH:21][C:22]1[C:27]([CH:28]([CH3:30])[CH3:29])=[CH:26][CH:25]=[CH:24][C:23]=1[CH:31]([CH3:33])[CH3:32])[C:17]([O-])=[O:18])(C)C.C(C1C=C(C(C)C)C=C(C(C)C)C=1O)(C)C.[CH3:52][O:53][C:54]1[CH:59]=[C:58]([O:60][CH3:61])[CH:57]=[C:56]([O:62][CH3:63])[C:55]=1[OH:64]>>[CH3:63][O:62][C:56]1[CH:57]=[C:58]([O:60][CH3:61])[CH:59]=[C:54]([O:53][CH3:52])[C:55]=1[O:64][C:17](=[O:18])[CH2:16][S:20](=[O:34])(=[O:35])[NH:21][C:22]1[C:27]([CH:28]([CH3:30])[CH3:29])=[CH:26][CH:25]=[CH:24][C:23]=1[CH:31]([CH3:32])[CH3:33]. Reported procedure: This compound was prepared in the same manner as for the title compound of Example 1, except that 2,4,6-triisopropylphenol was replaced with 2,4,6-trimethoxyphenol, mp 167°-170° C. Reactants: O=C1CCC2(CC1)OCCO2, C1CCOC1, [Mg+]Cc1ccccc1, [Cl-]. The product is OC1(Cc2ccccc2)CCC2(CC1)OCCO2. As a reaction SMILES: [CH2:10]1[CH2:11][O:12][C:13]2([CH2:14][CH2:15][C:16](=[O:19])[CH2:17][CH2:18]2)[O:20]1.[CH2:21]1[O:22][CH2:23][CH2:24][CH2:25]1.[CH2:2]([c:3]1[cH:4][cH:5][cH:6][cH:7][cH:8]1)[Mg+:9].[Cl-:1]>>[CH2:2]([c:3]1[cH:4][cH:5][cH:6][cH:7][cH:8]1)[C:16]1([OH:19])[CH2:15][CH2:14][C:13]2([O:12][CH2:11][CH2:10][O:20]2)[CH2:18][CH2:17]1. Starting materials: C(#N)N=C(C)N[C@H]1[C@@H](C(OC2=C1C=C(C=C2)C#N)(C)C)O (trans-4-[N-[1-(cyanoimino)ethyl]amino]-3,4-dihydro-2,2-dimethyl-3-hydroxy-2H-1-benzopyran-6-carbonitrile), C(C)(=O)OC(C)=O (acetic anhydride). Solvent: N1=CC=CC=C1 (pyridine). Run at time 8 hour. Yields the product C(C)(=O)O[C@@H]1C(OC2=C([C@H]1NC(C)=NC#N)C=C(C=C2)C#N)(C)C (trans-3-acetoxy-4-[N-[1-(cyanoimino)-ethyl]amino]-3,4-dihydro-2,2-dimethyl-2H-1-benzopyran-6-carbonitrile). The yield is 90.4%. Reaction SMILES: [C:1]([N:3]=[C:4]([NH:6][C@@H:7]1[C:12]2[CH:13]=[C:14]([C:17]#[N:18])[CH:15]=[CH:16][C:11]=2[O:10][C:9]([CH3:20])([CH3:19])[C@H:8]1[OH:21])[CH3:5])#[N:2].[C:22](OC(=O)C)(=[O:24])[CH3:23]>N1C=CC=CC=1>[C:22]([O:21][C@H:8]1[C@H:7]([NH:6][C:4](=[N:3][C:1]#[N:2])[CH3:5])[C:12]2[CH:13]=[C:14]([C:17]#[N:18])[CH:15]=[CH:16][C:11]=2[O:10][C:9]1([CH3:20])[CH3:19])(=[O:24])[CH3:23]. Procedure: A mixture of trans-4-[N-[1-(cyanoimino)ethyl]amino]-3,4-dihydro-2,2-dimethyl-3-hydroxy-2H-1-benzopyran-6-carbonitrile (0.53 g) and acetic anhydride (0.38 g) in dry pyridine (2.65 ml) was stirred at room temperature for 8 hours. The reaction mixture was concentrated under reduced pressure and the residue was dissolved in ethyl acetate, washed with 5% hydrochloric acid, saturated aqueous sodium bicarbonate, and brine, successively. The extract was dried over anhydrous magnesium sulfate and concent...